Dataset: the Open Reaction Database (ORD), a public repository of structured organic reaction records. Task: describe an organic reaction: reactants, conditions, products, and yield Starting materials: O=C([O-])[O-], COc1ccc2cccc(CCN)c2c1, ClC(Cl)Cl, O=C(Cl)CCCCl, Cl, [K+], [K+], O. Product: COc1ccc2cccc(CCNC(=O)CCCCl)c2c1. As a reaction SMILES: [C:17](=[O:18])([O-:19])[O-:20].[CH3:2][O:3][c:4]1[cH:5][cH:6][c:7]2[cH:8][cH:9][cH:10][c:11]([CH2:14][CH2:15][NH2:16])[c:12]2[cH:13]1.[CH:30]([Cl:31])([Cl:32])[Cl:33].[Cl:23][CH2:24][CH2:25][CH2:26][C:27](=[O:28])[Cl:29].[ClH:1].[K+:21].[K+:22].[OH2:34]>>[CH3:2][O:3][c:4]1[cH:5][cH:6][c:7]2[cH:8][cH:9][cH:10][c:11]([CH2:14][CH2:15][NH:16][C:27]([CH2:26][CH2:25][CH2:24][Cl:23])=[O:28])[c:12]2[cH:13]1.